From a dataset of the Open Reaction Database (ORD), a public repository of structured organic reaction records. describe an organic reaction: reactants, conditions, products, and yield Reactants: BrC=1C=2C3C(C(N(C2C=CC1)CC1=CC=C(C=C1)OC)=O)C3 (7-bromo-3-(4-methoxybenzyl)-3,7b-dihydro-1H-cyclopropa[c]quinolin-2(1aH)-one), O=[N+]([O-])[O-].[O-][N+]([O-])=O.[O-][N+]([O-])=O.[O-][N+]([O-])=O.[O-][N+]([O-])=O.[O-][N+]([O-])=O.[Ce+4].[NH4+].[NH4+] (CAN). Solvent: C(C)#N.O (acetonitrile water). Reaction conditions: time 8 hour. The product is BrC=1C=2C3C(C(NC2C=CC1)=O)C3 (7-Bromo-3,7b-dihydro-1H-cyclopropa[c]quinolin-2(1aH)-one). The yield is 90.3%. Reaction SMILES: [Br:1][C:2]1[C:3]2[CH:4]3[CH2:22][CH:5]3[C:6](=[O:21])[N:7](CC3C=CC(OC)=CC=3)[C:8]=2[CH:9]=[CH:10][CH:11]=1.O=[N+]([O-])[O-].[O-][N+](=O)[O-].[O-][N+](=O)[O-].[O-][N+](=O)[O-].[O-][N+](=O)[O-].[O-][N+](=O)[O-].[Ce+4].[NH4+].[NH4+]>C(#N)C.O>[Br:1][C:2]1[C:3]2[CH:4]3[CH2:22][CH:5]3[C:6](=[O:21])[NH:7][C:8]=2[CH:9]=[CH:10][CH:11]=1 |f:1.2.3.4.5.6.7.8.9,10.11|. Procedure details: To a suspension of 7-bromo-3-(4-methoxybenzyl)-3,7b-dihydro-1H-cyclopropa[c]quinolin-2(1aH)-one (0.300 g, 0.837 mmol) in 9:1 acetonitrile/water (5.5 mL) was added CAN (0.459 g, 0.837 mmol) at room temperature. After stirring at room temperature overnight, the reaction mixture was quenched with water (10 mL) and adjusted pH to 7-9 by using saturated Na2CO3. The resulting mixture was extracted with EtOAc. The combined organic layer was concentrated and purified by flash chromatography (0 to 50% et... Reactants: NC1=NN(N=C1)C=1C=C(C(=O)OC)C=CC1 (methyl 3-(4-amino-1,2,3-triazol-2-yl)benzoate), [H-].[Al+3].[Li+].[H-].[H-].[H-] (lithium aluminium hydride). Solvent: CCOCC (ether). Run at time 1 hour. The product is NC1=NN(N=C1)C1=CC(=CC=C1)CO (4-amino-2-(3-hydroxymethylphenyl)-1,2,3-triazole). As a reaction SMILES: [NH2:1][C:2]1[CH:6]=[N:5][N:4]([C:7]2[CH:8]=[C:9]([CH:14]=[CH:15][CH:16]=2)[C:10](OC)=[O:11])[N:3]=1.[H-].[Al+3].[Li+].[H-].[H-].[H-]>CCOCC>[NH2:1][C:2]1[CH:6]=[N:5][N:4]([C:7]2[CH:16]=[CH:15][CH:14]=[C:9]([CH2:10][OH:11])[CH:8]=2)[N:3]=1 |f:1.2.3.4.5.6|. Procedure: A stirred mixture of methyl 3-(4-amino-1,2,3-triazol-2-yl)benzoate (0.312 g.), lithium aluminium hydride (0.10 g.) and ether (50 ml.) was kept at room temperature for 1 hour. The excess of lithium aluminium hydride was destroyed with aqueous NaOH and the mixture was filtered. The filtrate was evaporated to give unpurified 4-amino-2-(3-hydroxymethylphenyl)-1,2,3-triazole.